From a dataset of the Open Reaction Database (ORD), a public repository of structured organic reaction records. describe an organic reaction: reactants, conditions, products, and yield Starting materials: CC1(OCCO1)C1=CC=C(S1)CN1N=CC(=N1)N (2-[5-(2-methyl-[1,3]dioxolan-2-yl)-thiophen-2-ylmethyl]-2H-[1,2,3]triazol-4-ylamine), CC=1OC(=C(N1)C(=O)O)C1=CC(=CC=C1)OC(F)(F)F (2-methyl-5-(3-trifluoromethoxy-phenyl)-oxazole-4-carboxylic acid). Product: C(C)(=O)C1=CC=C(S1)CN1N=CC(=N1)NC(=O)C=1N=C(OC1C1=CC(=CC=C1)OC(F)(F)F)C (2-Methyl-5-(3-trifluoromethoxy-phenyl)-oxazole-4-carboxylic acid [2-(5-acetyl-thiophen-2-ylmethyl)-2H-[1,2,3]triazol-4-yl]-amide). As a reaction SMILES: [CH3:1][C:2]1([C:7]2[S:11][C:10]([CH2:12][N:13]3[N:17]=[C:16]([NH2:18])[CH:15]=[N:14]3)=[CH:9][CH:8]=2)[O:6]CCO1.[CH3:19][C:20]1[O:21][C:22]([C:28]2[CH:33]=[CH:32][CH:31]=[C:30]([O:34][C:35]([F:38])([F:37])[F:36])[CH:29]=2)=[C:23]([C:25](O)=[O:26])[N:24]=1>>[C:2]([C:7]1[S:11][C:10]([CH2:12][N:13]2[N:17]=[C:16]([NH:18][C:25]([C:23]3[N:24]=[C:20]([CH3:19])[O:21][C:22]=3[C:28]3[CH:33]=[CH:32][CH:31]=[C:30]([O:34][C:35]([F:37])([F:36])[F:38])[CH:29]=3)=[O:26])[CH:15]=[N:14]2)=[CH:9][CH:8]=1)(=[O:6])[CH3:1]. Procedure details: Following general procedure A followed by B, starting from 2-[5-(2-methyl-[1,3]dioxolan-2-yl)-thiophen-2-ylmethyl]-2H-[1,2,3]triazol-4-ylamine and 2-methyl-5-(3-trifluoromethoxy-phenyl)-oxazole-4-carboxylic acid. The reactants are O (water), ClC=1C=NC(=NC1)N1CCC(CC1)[C@@H]1[C@@H](C1)CCN (2-{(1S,2S)-2-[1-(5-chloropyrimidin-2-yl)piperidin-4-yl]cyclopropyl}ethanamine), FC1=CC=C(C=C1)S(=O)(=O)C (1-fluoro-4-(methylsulfonyl)benzene), C1CCC2=NCCCN2CC1 (DBU). Run in CN1CCCC1=O (NMP). Run at time 5 minute. Yields the product ClC=1C=NC(=NC1)N1CCC(CC1)[C@@H]1[C@@H](C1)CCNC1=CC=C(C=C1)S(=O)(=O)C (N-(2-{(1S,2S)-2-[1-(5-chloropyrimidin-2-yl)piperidin-4-yl]cyclopropyl}ethyl)-4-(methylsulfonyl)aniline). RXN SMILES: [Cl:1][C:2]1[CH:3]=[N:4][C:5]([N:8]2[CH2:13][CH2:12][CH:11]([C@H:14]3[CH2:16][C@H:15]3[CH2:17][CH2:18][NH2:19])[CH2:10][CH2:9]2)=[N:6][CH:7]=1.C1CCN2C(=NCCC2)CC1.F[C:32]1[CH:37]=[CH:36][C:35]([S:38]([CH3:41])(=[O:40])=[O:39])=[CH:34][CH:33]=1.O>CN1C(=O)CCC1>[Cl:1][C:2]1[CH:3]=[N:4][C:5]([N:8]2[CH2:13][CH2:12][CH:11]([C@H:14]3[CH2:16][C@H:15]3[CH2:17][CH2:18][NH:19][C:32]3[CH:37]=[CH:36][C:35]([S:38]([CH3:41])(=[O:40])=[O:39])=[CH:34][CH:33]=3)[CH2:10][CH2:9]2)=[N:6][CH:7]=1. Reported procedure: 2-{(1S,2S)-2-[1-(5-chloropyrimidin-2-yl)piperidin-4-yl]cyclopropyl}ethanamine (30 mg, 0.11 mmol) from Example 5 step 3 was dissolved in NMP (0.21 mL), DBU (24.4 mg, 0.16 mmol) was added, stirred at room temperature for 5 minutes. 1-fluoro-4-(methylsulfonyl)benzene (22.3 mg, 0.13 mmol) was added. Reaction was heated to 110° C. for 17 hours. The reaction was cooled down to room temperature, water (10 mL) was added, extracted with EtOAc (10 mL×2), second wash with Brine (10 mL). The organic phase w... Reactants: [H-].[Na+] (NaH), CC1=NOC(=C1C)NS(=O)(=O)C=1C(=CC=CC1)C1=C(C=C(C=C1)C1=NC=CC=N1)C=O (N-(3.4-Dimethyl-5-isoxazolyl)-2'-formyl-4'-(2-pyrimidinyl) [1,1-biphenyl]-2-sulfonamide), CC1(C(NCC1)=O)C (3,3-dimethyl-2-pyrrolidinone), BrCC1=C(C=CC(=C1)C1=NC=CC=N1)C=1C(=CC=CC1)S(=O)(=O)N(COCCOC)C1=C(C(=NO1)C)C (2'-(Bromomethyl)-N-(3,4-dimethyl-5-isoxazolyl)-N-[(2-methoxyethoxy)methyl]-4'-(2-pyrimidinyl)[1,1'-biphenyl]-2-sulfonamide). Solvent: CN(C=O)C (dimethylformamide), O (water). Reaction conditions: time 10 minute. Product: CC1=NOC(=C1C)NS(=O)(=O)C=1C(=CC=CC1)C1=C(C=C(C=C1)C1=NC=CC=N1)CN1C(C(CC1)(C)C)=O (N-(3,4-Dimethyl-5-isoxazolyl)-2'-[(3,3-dimethyl-2-oxo-1-pyrrolidinyl)methyl]-4'-(2-pyrimidinyl)[1,1-biphenyl]-2-sulfonamide). Yield: 95.0%. As a reaction SMILES: [CH3:1][C:2]1([CH3:8])[CH2:6][CH2:5][NH:4][C:3]1=[O:7].[H-].[Na+].Br[CH2:12][C:13]1[CH:18]=[C:17]([C:19]2[N:24]=[CH:23][CH:22]=[CH:21][N:20]=2)[CH:16]=[CH:15][C:14]=1[C:25]1[C:26]([S:31]([N:34]([C:41]2[O:45][N:44]=[C:43]([CH3:46])[C:42]=2[CH3:47])COCCOC)(=[O:33])=[O:32])=[CH:27][CH:28]=[CH:29][CH:30]=1.CC1C(C)=C(NS(C2C(C3C=CC(C4N=CC=CN=4)=CC=3C=O)=CC=CC=2)(=O)=O)ON=1>CN(C)C=O.O>[CH3:46][C:43]1[C:42]([CH3:47])=[C:41]([NH:34][S:31]([C:26]2[C:25]([C:14]3[CH:15]=[CH:16][C:17]([C:19]4[N:24]=[CH:23][CH:22]=[CH:21][N:20]=4)=[CH:18][C:13]=3[CH2:12][N:4]3[CH2:5][CH2:6][C:2]([CH3:8])([CH3:1])[C:3]3=[O:7])=[CH:30][CH:29]=[CH:28][CH:27]=2)(=[O:33])=[O:32])[O:45][N:44]=1 |f:1.2|. Reported procedure: To a solution of the 3,3-dimethyl-2-pyrrolidinone so prepared (0.033 g, 0.29 mmol) in 1 mL of dimethylformamide ("DMF"), NaH (60% suspension in mineral oil, 0.015 g, 0.36 mmol) was added and the mixture was stirred at room temperature under argon for 10 minutes. 2'-(Bromomethyl)-N-(3,4-dimethyl-5-isoxazolyl)-N-[(2-methoxyethoxy)methyl]-4'-(2-pyrimidinyl)[1,1'-biphenyl]-2-sulfonamide (prepared as described in Step A of Example 14, except that the title compound of Step F of Example 11 was employe... Starting materials: C(C)OC(=O)C1=CC(=NN1)C=1N=CC(=C2C1NC=C2C(C(=O)O)=O)F (2-(7-(5-(ethoxycarbonyl)-1H-pyrazol-3-yl)-4-fluoro-1H-pyrrolo[2,3-c]pyridin-3-yl)-2-oxoacetic acid), CN(C)C(=[N+](C)C)ON1C2=C(C=CC=C2)N=N1.[B-](F)(F)(F)F (TBTU), C(C)(C)N(CC)C(C)C (diisopropylethylamine), C1(=CC=CC=C1)C1=NNC=C1N1CCNCC1 (1-(3-phenyl-1H-pyrazol-4-yl)piperazine). The solvent is CN(C)C=O (DMF). Conditions: time 14.5 hour. Yields the product FC1=C2C(=C(N=C1)C1=NNC(=C1)C(=O)OCC)NC=C2C(C(N2CCN(CC2)C=2C(=NNC2)C2=CC=CC=C2)=O)=O (ethyl 3-(4-fluoro-3-(2-oxo-2-(4-(3-phenyl-1H-pyrazol-4-yl)piperazin-1-yl)acetyl)-1H-pyrrolo[2,3-c]pyridin-7-yl)-1H-pyrazole-5-carboxylate). Isolated yield 48.8%. As a reaction SMILES: [CH2:1]([O:3][C:4]([C:6]1[NH:10][N:9]=[C:8]([C:11]2[N:12]=[CH:13][C:14]([F:25])=[C:15]3[C:19]([C:20](=[O:24])[C:21](O)=[O:22])=[CH:18][NH:17][C:16]=23)[CH:7]=1)=[O:5])[CH3:2].CN(C(ON1N=NC2C=CC=CC1=2)=[N+](C)C)C.[B-](F)(F)(F)F.C(N(C(C)C)CC)(C)C.[C:57]1([C:63]2[C:67]([N:68]3[CH2:73][CH2:72][NH:71][CH2:70][CH2:69]3)=[CH:66][NH:65][N:64]=2)[CH:62]=[CH:61][CH:60]=[CH:59][CH:58]=1>CN(C=O)C>[F:25][C:14]1[CH:13]=[N:12][C:11]([C:8]2[CH:7]=[C:6]([C:4]([O:3][CH2:1][CH3:2])=[O:5])[NH:10][N:9]=2)=[C:16]2[NH:17][CH:18]=[C:19]([C:20](=[O:24])[C:21](=[O:22])[N:71]3[CH2:72][CH2:73][N:68]([C:67]4[C:63]([C:57]5[CH:62]=[CH:61][CH:60]=[CH:59][CH:58]=5)=[N:64][NH:65][CH:66]=4)[CH2:69][CH2:70]3)[C:15]=12 |f:1.2|. Procedure details: To a solution of 2-(7-(5-(ethoxycarbonyl)-1H-pyrazol-3-yl)-4-fluoro-1H-pyrrolo[2,3-c]pyridin-3-yl)-2-oxoacetic acid (0.017g, 0.049 mmol) in DMF (1.5 mL) was added TBTU (0.017 g, 0.054 mmol), diisopropylethylamine (0.15 mL), and 1-(3-phenyl-1H-pyrazol-4-yl)piperazine (0.011 g, 0.049 mmol). The mixture was stirred under N2 at rt for 14.5 h and was quenched with 10 mL of H2O. The solvent was removed under reduced pressure, and the residue was dissolved in DMF. The DMF solution was passed though a p... Starting materials: C[O-].[Na+] (sodium methoxide), ClC1=NC2=CC(=CC=C2C(=C1)Cl)C1=NC=CC=C1C(F)(F)F (2,4-dichloro-7-(3-trifluoromethyl-pyridin-2-yl)-quinoline), O (water). The solvent is C1CCOC1 (THF). Run at time 1 hour. The product is ClC1=NC2=CC(=CC=C2C(=C1)OC)C1=NC=CC=C1C(F)(F)F (2-Chloro-4-methoxy-7-[3-(trifluoromethyl)pyridin-2-yl]quinoline). As a reaction SMILES: [CH3:1][O-:2].[Na+].[Cl:4][C:5]1[CH:14]=[C:13](Cl)[C:12]2[C:7](=[CH:8][C:9]([C:16]3[C:21]([C:22]([F:25])([F:24])[F:23])=[CH:20][CH:19]=[CH:18][N:17]=3)=[CH:10][CH:11]=2)[N:6]=1.O>C1COCC1>[Cl:4][C:5]1[CH:14]=[C:13]([O:2][CH3:1])[C:12]2[C:7](=[CH:8][C:9]([C:16]3[C:21]([C:22]([F:25])([F:24])[F:23])=[CH:20][CH:19]=[CH:18][N:17]=3)=[CH:10][CH:11]=2)[N:6]=1 |f:0.1|. Procedure details: Add sodium methoxide (4M, 1.1 mmol) to a solution of 2,4-dichloro-7-(3-trifluoromethyl-pyridin-2-yl)-quinoline (1.0 mmol) in THF (10 mL). Stir at room temperature for 1 hour, add water (15 mL) and extract with ethyl acetate. Wash the combined organic extracts with brine, dry (MgSO4) and evaporate. Purify the mixture of 2-chloro-4-methoxy-7-[3-(trifluoromethyl)pyridin-2-yl]quinoline and 4-chloro-2-methoxy-7-[3-(trifluoromethyl)pyridin-2-yl]quinoline by flash chromatography (elute with 1:2 hexane:... Reactants: C, Cl, [H][H], C1CCOC1, [Pd], CN(C)CC=Cc1ccc2c(c1)N(C(=O)c1ccc(-c3ccccc3)cc1)CCCC2. Yields the product Cl, CN(C)CCCc1ccc2c(c1)N(C(=O)c1ccc(-c3ccccc3)cc1)CCCC2. As a reaction SMILES: [C:40].[ClH:1].[H:33][H:34].[O:35]1[CH2:36][CH2:37][CH2:38][CH2:39]1.[Pd:41].[c:2]1(-[c:27]2[cH:28][cH:29][cH:30][cH:31][cH:32]2)[cH:3][cH:4][c:5]([C:8](=[O:9])[N:10]2[CH2:11][CH2:12][CH2:13][CH2:14][c:15]3[c:16]2[cH:17][c:18]([CH:21]=[CH:22][CH2:23][N:24]([CH3:25])[CH3:26])[cH:19][cH:20]3)[cH:6][cH:7]1>>[ClH:1].[c:2]1(-[c:27]2[cH:28][cH:29][cH:30][cH:31][cH:32]2)[cH:3][cH:4][c:5]([C:8](=[O:9])[N:10]2[CH2:11][CH2:12][CH2:13][CH2:14][c:15]3[c:16]2[cH:17][c:18]([CH2:21][CH2:22][CH2:23][N:24]([CH3:25])[CH3:26])[cH:19][cH:20]3)[cH:6][cH:7]1. The reactants are NC1=NNC=C1 (3-aminopyrazole), O\C=C\1/C(NC2=CC=CC=C12)=O (Z-3-[(hydroxy)-methylene]-1,3-dihydro-indol-2-one), BrC=1C(=NNC1C1=CC=CC=C1)N (4-bromo-5-phenyl-1H-pyrazol-3-ylamine). The solvent is O1CCCC1 (tetrahydrofuran). Product: BrC=1C(=NNC1C1=CC=CC=C1)NC=C1C(NC2=CC=CC=C12)=O (3-[(4-Bromo-5-phenyl-1H-pyrazol-3-ylamino)-methylene]-1,3-dihydro-indol-2-one). As a reaction SMILES: NC1C=CNN=1.O/[CH:8]=[C:9]1\[C:10](=[O:18])[NH:11][C:12]2[C:17]\1=[CH:16][CH:15]=[CH:14][CH:13]=2.[Br:19][C:20]1[C:21]([NH2:31])=[N:22][NH:23][C:24]=1[C:25]1[CH:30]=[CH:29][CH:28]=[CH:27][CH:26]=1>O1CCCC1>[Br:19][C:20]1[C:21]([NH:31][CH:8]=[C:9]2[C:17]3[C:12](=[CH:13][CH:14]=[CH:15][CH:16]=3)[NH:11][C:10]2=[O:18])=[N:22][NH:23][C:24]=1[C:25]1[CH:30]=[CH:29][CH:28]=[CH:27][CH:26]=1. Procedure: The named compound is prepared by substituting 4-bromo-5-phenyl-1H-pyrazol-3-ylamine for 3-aminopyrazole in the reaction of Example 1. Specifically, E & Z-3-[(hydroxy)-methylene]-1,3-dihydro-indol-2-one (0.1489 gms.) is reacted with 0.4557 gms. of 4-bromo-5-phenyl-1H-pyrazol-3-ylamine by refluxing in tetrahydrofuran (3.0 mL). Starting materials: ClC1=CC(=C(CN2N=CC3=CC(=CC=C23)C=C2C(N=C(S2)SCCC)=O)C=C1)C(F)(F)F (5-[1-(4-Chloro-2-trifluoromethyl-benzyl)-1H-indazol-5-ylmethylene]-2-propylsulfanyl-thiazol-4-one), N1CCSCC1 (thiomorpholine). Yields the product ClC1=CC(=C(CN2N=CC3=CC(=CC=C23)C=C2C(N=C(S2)N2CCSCC2)=O)C=C1)C(F)(F)F (5-[1-(4-Chloro-2-trifluoromethyl-benzyl)-1H-indazol-5-ylmethylene]-2-thiomorpholin-4-yl-thiazol-4-one). RXN SMILES: [Cl:1][C:2]1[CH:28]=[CH:27][C:5]([CH2:6][N:7]2[C:15]3[C:10](=[CH:11][C:12]([CH:16]=[C:17]4[S:21][C:20](SCCC)=[N:19][C:18]4=[O:26])=[CH:13][CH:14]=3)[CH:9]=[N:8]2)=[C:4]([C:29]([F:32])([F:31])[F:30])[CH:3]=1.[NH:33]1[CH2:38][CH2:37][S:36][CH2:35][CH2:34]1>>[Cl:1][C:2]1[CH:28]=[CH:27][C:5]([CH2:6][N:7]2[C:15]3[C:10](=[CH:11][C:12]([CH:16]=[C:17]4[S:21][C:20]([N:33]5[CH2:38][CH2:37][S:36][CH2:35][CH2:34]5)=[N:19][C:18]4=[O:26])=[CH:13][CH:14]=3)[CH:9]=[N:8]2)=[C:4]([C:29]([F:32])([F:31])[F:30])[CH:3]=1. Procedure: 5-[1-(4-Chloro-2-trifluoromethyl-benzyl)-1H-indazol-5-ylmethylene]-2-thiomorpholin-4-yl-thiazol-4-one was prepared from 5-[1-(4-Chloro-2-trifluoromethyl-benzyl)-1H-indazol-5-ylmethylene]-2-propylsulfanyl-thiazol-4-one and thiomorpholine following General Procedure B. RXN SMILES: [Br:16][c:17]1[cH:18][cH:19][c:20]([F:23])[cH:21][cH:22]1.[CH2:1]([CH3:2])[O:3][C:4](=[O:5])[c:6]1[n:7][n:8]2[c:9]([cH:15]1)[C:10](=[O:14])[NH:11][CH2:12][CH2:13]2.[CH3:24][NH:25][CH2:26][CH2:27][NH:28][CH3:29].[CH3:36][c:37]1[cH:38][cH:39][cH:40][cH:41][cH:42]1.[Cu:43][I:44].[K+:30].[K+:31].[O-:32][C:33]([O-:34])=[O:35]>>[CH2:1]([CH3:2])[O:3][C:4](=[O:5])[c:6]1[n:7][n:8]2[c:9]([cH:15]1)[C:10](=[O:14])[N:11]([c:17]1[cH:18][cH:19][c:20]([F:23])[cH:21][cH:22]1)[CH2:12][CH2:13]2. The product is CCOC(=O)c1cc2n(n1)CCN(c1ccc(F)cc1)C2=O. Reactants: Fc1ccc(Br)cc1, CCOC(=O)c1cc2n(n1)CCNC2=O, CNCCNC, Cc1ccccc1, [Cu]I, [K+], [K+], O=C([O-])[O-]. The reactants are CC(C)=O, Cn1nnnc1SCCl, [I-], [Na+], O. Yields the product Cn1nnnc1SCI. RXN SMILES: [CH3:12][C:13](=[O:14])[CH3:15].[Cl:1][CH2:2][S:3][c:4]1[n:5][n:6][n:7][n:8]1[CH3:9].[I-:11].[Na+:10].[OH2:16]>>[CH2:2]([S:3][c:4]1[n:5][n:6][n:7][n:8]1[CH3:9])[I:11].